From a dataset of the Open Reaction Database (ORD), a public repository of structured organic reaction records. describe an organic reaction: reactants, conditions, products, and yield Procedure details: The solution of 18.4 g (0.05 mol) 6-bromo-pyrrolo[2,3-b]pyridine-1,2-dicarboxylic acid 1-tert-butyl ester 2-ethyl ester in 165 ml dichloromethane was cooled to 0 deg C. and then 38.0 ml trifluoroacetic acid was added within 5 min. The cooling bath was removed and after 2 h at room temperature the reaction mixture was poured into 500 ml saturated aqueous sodium bicarbonate solution. The organic layer was extracted three times with 150 ml dichloromethane. The combined organic phases were washed wi... Reactants: CCOC(=O)C1=CC=2C(=NC(=CC2)Br)N1C(=O)OC(C)(C)C (6-bromo-pyrrolo[2,3-b]pyridine-1,2-dicarboxylic acid 1-tert-butyl ester 2-ethyl ester), FC(C(=O)O)(F)F (trifluoroacetic acid). As a reaction SMILES: [CH3:1][CH2:2][O:3][C:4]([C:6]1[N:15](C(OC(C)(C)C)=O)[C:9]2=[N:10][C:11]([Br:14])=[CH:12][CH:13]=[C:8]2[CH:7]=1)=[O:5].FC(F)(F)C(O)=O>ClCCl>[CH2:2]([O:3][C:4]([C:6]1[NH:15][C:9]2=[N:10][C:11]([Br:14])=[CH:12][CH:13]=[C:8]2[CH:7]=1)=[O:5])[CH3:1]. The product is C(C)OC(=O)C1=CC=2C(=NC(=CC2)Br)N1 (6-Bromo-1H-pyrrolo[2,3-b]pyridine-2-carboxylic acid ethyl ester). The yield is 89.2%. Run in ClCCl (dichloromethane). Reactants: CN1CCOCC1, CN(C)C1(c2ccccc2)CCC(=CC(=O)O)CC1, CN(C)C=O, C(=NC1CCCCC1)=NC1CCCCC1, Cl, NCc1ccccc1, [Na+], [OH-], O, On1nnc2ccccc21. The product is CN(C)C1(c2ccccc2)CCC(=CC(=O)NCc2ccccc2)CC1. Reaction SMILES: [CH3:19][N:20]1[CH2:21][CH2:22][O:23][CH2:24][CH2:25]1.[CH3:27][N:28]([C:29]1([c:39]2[cH:40][cH:41][cH:42][cH:43][cH:44]2)[CH2:30][CH2:31][C:32](=[CH:35][C:36](=[O:37])[OH:38])[CH2:33][CH2:34]1)[CH3:45].[CH3:63][N:64]([CH3:65])[CH:66]=[O:67].[CH:46]1([N:47]=[C:48]=[N:49][CH:50]2[CH2:51][CH2:52][CH2:53][CH2:54][CH2:55]2)[CH2:56][CH2:57][CH2:58][CH2:59][CH2:60]1.[ClH:26].[NH2:11][CH2:12][c:13]1[cH:14][cH:15][cH:16][cH:17][cH:18]1.[Na+:62].[OH-:61].[OH2:68].[OH:1][n:2]1[c:3]2[cH:4][cH:5][cH:6][cH:7][c:8]2[n:9][n:10]1>>[NH:11]([CH2:12][c:13]1[cH:14][cH:15][cH:16][cH:17][cH:18]1)[C:36]([CH:35]=[C:32]1[CH2:31][CH2:30][C:29]([N:28]([CH3:27])[CH3:45])([c:39]2[cH:40][cH:41][cH:42][cH:43][cH:44]2)[CH2:34][CH2:33]1)=[O:37]. The reactants are [Br-], CCOc1nc2cccc(C[P+](c3ccccc3)(c3ccccc3)c3ccccc3)c2c(=O)o1, CC=O. Product: CC=Cc1cccc2nc(OCC)oc(=O)c12. Reaction SMILES: [Br-:1].[CH2:2]([CH3:3])[O:4][c:5]1[n:6][c:7]2[c:8]([c:9](=[O:11])[o:10]1)[c:12]([CH2:16][P+:17]([c:18]1[cH:19][cH:20][cH:21][cH:22][cH:23]1)([c:24]1[cH:25][cH:26][cH:27][cH:28][cH:29]1)[c:30]1[cH:31][cH:32][cH:33][cH:34][cH:35]1)[cH:13][cH:14][cH:15]2.[CH:36]([CH3:37])=[O:38]>>[CH2:2]([CH3:3])[O:4][c:5]1[n:6][c:7]2[c:8]([c:9](=[O:11])[o:10]1)[c:12]([CH:16]=[CH:36][CH3:37])[cH:13][cH:14][cH:15]2. Starting materials: intermediate 1, crystals, crystals, COC([C@@H](N)CC1=CNC2=CC=CC=C12)=O (racemic tryptophan methyl ester), FC1=CC=C(C=O)C=C1 (4-fluorobenzaldehyde). Product: FC1=CC=C(C=C1)C1NC(CC2=C1NC1=CC=CC=C21)C(=O)OC (Methyl 1,2,3,4-tetrahydro-1-(4-fluorophenyl)-9H-pyrido[3,4-b]indole-3-carboxylate). As a reaction SMILES: [CH3:1][O:2][C:3](=[O:16])[C@H:4]([CH2:6][C:7]1[C:15]2[C:10](=[CH:11][CH:12]=[CH:13][CH:14]=2)[NH:9][CH:8]=1)[NH2:5].[F:17][C:18]1[CH:25]=[CH:24][C:21]([CH:22]=O)=[CH:20][CH:19]=1>>[F:17][C:18]1[CH:25]=[CH:24][C:21]([CH:22]2[C:8]3[NH:9][C:10]4[C:15]([C:7]=3[CH2:6][CH:4]([C:3]([O:2][CH3:1])=[O:16])[NH:5]2)=[CH:14][CH:13]=[CH:12][CH:11]=4)=[CH:20][CH:19]=1. Procedure: The same method as employed in the preparation of intermediate 1 and 2 but starting from racemic tryptophan methyl ester and 4-fluorobenzaldehyde gave the cis isomer as white crystals m.p.: 92° C. and the trans isomer as pale yellow crystals m.p.: 183° C. The product is CC(C)(C)C(=O)OCC1OC(Oc2nn(CCOCc3ccccc3)c3cccc(Cc4ccccc4)c23)C(OC(=O)C(C)(C)C)C(OC(=O)C(C)(C)C)C1OC(=O)C(C)(C)C. Reaction SMILES: [Br-:57].[CH2:1]([c:2]1[cH:3][cH:4][cH:5][cH:6][cH:7]1)[O:8][CH2:9][CH2:10][n:11]1[n:12][c:13]([O:21][CH:22]2[CH:23]([O:24][C:25]([C:26]([CH3:27])([CH3:28])[CH3:29])=[O:30])[CH:31]([O:32][C:33]([C:34]([CH3:35])([CH3:36])[CH3:37])=[O:38])[CH:39]([O:40][C:41]([C:42]([CH3:43])([CH3:44])[CH3:45])=[O:46])[CH:47]([CH2:49][O:50][C:51]([C:52]([CH3:53])([CH3:54])[CH3:55])=[O:56])[O:48]2)[c:14]2[c:15]([Br:20])[cH:16][cH:17][cH:18][c:19]12.[CH2:58]([c:59]1[cH:60][cH:61][cH:62][cH:63][cH:64]1)[Zn+:65].[ClH:66].[O:67]1[CH2:68][CH2:69][CH2:70][CH2:71]1.[cH:72]1[cH:73][cH:74][c:75]([P:76]([Pd:77]([P:78]([c:79]2[cH:80][cH:81][cH:82][cH:83][cH:84]2)([c:85]2[cH:86][cH:87][cH:88][cH:89][cH:90]2)[c:91]2[cH:92][cH:93][cH:94][cH:95][cH:96]2)([P:97]([c:98]2[cH:99][cH:100][cH:101][cH:102][cH:103]2)([c:104]2[cH:105][cH:106][cH:107][cH:108][cH:109]2)[c:110]2[cH:111][cH:112][cH:113][cH:114][cH:115]2)[P:116]([c:117]2[cH:118][cH:119][cH:120][cH:121][cH:122]2)([c:123]2[cH:124][cH:125][cH:126][cH:127][cH:128]2)[c:129]2[cH:130][cH:131][cH:132][cH:133][cH:134]2)([c:135]2[cH:136][cH:137][cH:138][cH:139][cH:140]2)[c:141]2[cH:142][cH:143][cH:144][cH:145][cH:146]2)[cH:147][cH:148]1>>[CH2:1]([c:2]1[cH:3][cH:4][cH:5][cH:6][cH:7]1)[O:8][CH2:9][CH2:10][n:11]1[n:12][c:13]([O:21][CH:22]2[CH:23]([O:24][C:25]([C:26]([CH3:27])([CH3:28])[CH3:29])=[O:30])[CH:31]([O:32][C:33]([C:34]([CH3:35])([CH3:36])[CH3:37])=[O:38])[CH:39]([O:40][C:41]([C:42]([CH3:43])([CH3:44])[CH3:45])=[O:46])[CH:47]([CH2:49][O:50][C:51]([C:52]([CH3:53])([CH3:54])[CH3:55])=[O:56])[O:48]2)[c:14]2[c:15]([CH2:58][c:59]3[cH:60][cH:61][cH:62][cH:63][cH:64]3)[cH:16][cH:17][cH:18][c:19]12. Starting materials: [Br-], CC(C)(C)C(=O)OCC1OC(Oc2nn(CCOCc3ccccc3)c3cccc(Br)c23)C(OC(=O)C(C)(C)C)C(OC(=O)C(C)(C)C)C1OC(=O)C(C)(C)C, [Zn+]Cc1ccccc1, Cl, C1CCOC1, c1ccc(P(c2ccccc2)(c2ccccc2)[Pd](P(c2ccccc2)(c2ccccc2)c2ccccc2)(P(c2ccccc2)(c2ccccc2)c2ccccc2)P(c2ccccc2)(c2ccccc2)c2ccccc2)cc1.